Dataset: the Open Reaction Database (ORD), a public repository of structured organic reaction records. Task: describe an organic reaction: reactants, conditions, products, and yield Reactants: C(C)C1=CC2=C(N(C(NC2=O)=O)CC2=CC(=C(C=C2)C=2C(=CC=CC2)C#N)F)S1 (4′-[(6-ethyl-2,4-dioxo-3,4-dihydrothieno[2,3-d]pyrimidin-1(2H)-yl)methyl]-2′-fluorobiphenyl-2-carbonitrile), BrCC(=O)C1=CC=C(C=C1)OC (2-bromo-1-(4-methoxyphenyl)ethanone), CN(C=O)C (N,N-dimethylformamide), [H-].[Na+] (sodium hydride). Run in C(C)(=O)OCC (ethyl acetate). Conditions: time 2 hour. Product: C(C)C1=CC2=C(N(C(N(C2=O)CC(=O)C2=CC=C(C=C2)OC)=O)CC2=CC(=C(C=C2)C=2C(=CC=CC2)C#N)F)S1 (4′-{[6-ethyl-3-[2-(4-methoxyphenyl)-2-oxoethyl]-2,4-dioxo-3,4-dihydrothieno[2,3-d]pyrimidin-1(2H)-yl]methyl}-2′-fluorobiphenyl-2-carbonitrile). Yield: 82.4%. As a reaction SMILES: [CH2:1]([C:3]1[S:29][C:6]2[N:7]([CH2:13][C:14]3[CH:19]=[CH:18][C:17]([C:20]4[C:21]([C:26]#[N:27])=[CH:22][CH:23]=[CH:24][CH:25]=4)=[C:16]([F:28])[CH:15]=3)[C:8](=[O:12])[NH:9][C:10](=[O:11])[C:5]=2[CH:4]=1)[CH3:2].Br[CH2:31][C:32]([C:34]1[CH:39]=[CH:38][C:37]([O:40][CH3:41])=[CH:36][CH:35]=1)=[O:33].CN(C)C=O.[H-].[Na+]>C(OCC)(=O)C>[CH2:1]([C:3]1[S:29][C:6]2[N:7]([CH2:13][C:14]3[CH:19]=[CH:18][C:17]([C:20]4[C:21]([C:26]#[N:27])=[CH:22][CH:23]=[CH:24][CH:25]=4)=[C:16]([F:28])[CH:15]=3)[C:8](=[O:12])[N:9]([CH2:31][C:32]([C:34]3[CH:39]=[CH:38][C:37]([O:40][CH3:41])=[CH:36][CH:35]=3)=[O:33])[C:10](=[O:11])[C:5]=2[CH:4]=1)[CH3:2] |f:3.4|. Procedure details: To a mixture of 4′-[(6-ethyl-2,4-dioxo-3,4-dihydrothieno[2,3-d]pyrimidin-1(2H)-yl)methyl]-2′-fluorobiphenyl-2-carbonitrile (1.6 g), 2-bromo-1-(4-methoxyphenyl)ethanone (1.1 g) and N,N-dimethylformamide (19 mL) was added 60% sodium hydride (0.23 g), and the mixture was stirred at room temperature for 2 hr. The reaction mixture was diluted with ethyl acetate, washed with 5% potassium hydrogensulfate and then saturated brine, and dried over anhydrous magnesium sulfate. The solvent was evaporated un... The reactants are ClC1=NC=CC(=C1N)N (2-chloropyridine-3,4-diamine), solution, C(C=O)(=O)OCC (ethyl glyoxalate), C1(=CC=CC=C1)C (toluene). Solvent: C(C)O (ethanol). Run at temperature -20 celsius. Product: ClC1=NC=CC2=C1N=CC(N2)=O (5-Chloropyrido[3,4-b]pyrazin-2(1H)-one). As a reaction SMILES: [Cl:1][C:2]1[C:7]([NH2:8])=[C:6]([NH2:9])[CH:5]=[CH:4][N:3]=1.[C:10](OCC)(=O)[CH:11]=[O:12].C1(C)C=CC=CC=1>C(O)C>[Cl:1][C:2]1[C:7]2[N:8]=[CH:10][C:11](=[O:12])[NH:9][C:6]=2[CH:5]=[CH:4][N:3]=1. Procedure details: A suspension 2-chloropyridine-3,4-diamine (2.5 g, 17.41 mmol) and a 50% solution of ethyl glyoxalate in toluene (3.45 mL, 17.41 mmol) in ethanol (34.8 mL) was stirred at reflux for 24 hours. The solution was cooled to −20° C. for 16 hours, and the resulting precipitate was collected by vacuum filtration and rinsed with ethanol. The crude product was purified via reverse-phase HPLC, eluting with 5-50% acetonitrile/0.1% trifluoroacetic acid in water/0.1% trifluoroacetic acid, to afford the title c... Reactants: C(C1=CC=CC=C1)OC=1C=C(C(=O)N)C=CC1OCC1=CC=CC=C1 (3,4-dibenzyloxybenzamide), ClCC(CCl)=O (1,3-dichloro-2-propanone). Run in C(CC)O (propanol). The product is C(C1=CC=CC=C1)OC=1C=C(C=CC1OCC1=CC=CC=C1)C=1OC=C(N1)CCl (2-(3,4-bis(benzyloxy)phenyl)-4-chloromethyloxazole). As a reaction SMILES: [CH2:1]([O:8][C:9]1[CH:10]=[C:11]([CH:15]=[CH:16][C:17]=1[O:18][CH2:19][C:20]1[CH:25]=[CH:24][CH:23]=[CH:22][CH:21]=1)[C:12]([NH2:14])=[O:13])[C:2]1[CH:7]=[CH:6][CH:5]=[CH:4][CH:3]=1.[Cl:26][CH2:27][C:28](=O)[CH2:29]Cl>C(O)CC>[CH2:1]([O:8][C:9]1[CH:10]=[C:11]([C:12]2[O:13][CH:29]=[C:28]([CH2:27][Cl:26])[N:14]=2)[CH:15]=[CH:16][C:17]=1[O:18][CH2:19][C:20]1[CH:25]=[CH:24][CH:23]=[CH:22][CH:21]=1)[C:2]1[CH:3]=[CH:4][CH:5]=[CH:6][CH:7]=1. Reported procedure: A 37.9 g quantity of 3,4-dibenzyloxybenzamide and 28.8 g of 1,3-dichloro-2-propanone were suspended in 500 ml of propanol, and the suspension was heated and refluxed for 3 days. After cooling, the reaction mixture was concentrated to half its original volume under reduced pressure and 300 ml of diisopropyl ether was added. The precipitated crystals were collected by filtration and recrystallized from acetone-methanol-diisopropyl ether. The obtained crystals were dried under reduced pressure to g... Starting materials: CC(C)(C)N, Cl, CC(C)(C)NCC(O)COc1cccc2sncc12. Yields the product c1cc(OCC2CO2)c2cnsc2c1. Reaction SMILES: [C:21]([NH2:22])([CH3:23])([CH3:24])[CH3:25].[ClH:1].[OH:2][CH:3]([CH2:4][O:5][c:6]1[cH:7][cH:8][cH:9][c:10]2[c:11]1[cH:12][n:13][s:14]2)[CH2:15][NH:16][C:17]([CH3:18])([CH3:19])[CH3:20]>>[O:2]1[CH:3]([CH2:4][O:5][c:6]2[cH:7][cH:8][cH:9][c:10]3[c:11]2[cH:12][n:13][s:14]3)[CH2:15]1. Reactants: CCN(C(C)C)C(C)C, CCOC(=O)Cl, COc1ccc(N2CCOCC2)c2sc(-c3nc4c([nH]3)CCNCC4)nc12, Cl, C1CCOC1. Yields the product CCOC(=O)N1CCc2nc(-c3nc4c(OC)ccc(N5CCOCC5)c4s3)[nH]c2CC1. Reaction SMILES: [CH2:29]([N:30]([CH:31]([CH3:32])[CH3:33])[CH:34]([CH3:35])[CH3:36])[CH3:37].[CH2:38]([CH3:39])[O:40][C:41](=[O:42])[Cl:43].[CH3:2][O:3][c:4]1[cH:5][cH:6][c:7]([N:23]2[CH2:24][CH2:25][O:26][CH2:27][CH2:28]2)[c:8]2[c:9]1[n:10][c:11](-[c:13]1[n:14][c:15]3[c:16]([nH:22]1)[CH2:17][CH2:18][NH:19][CH2:20][CH2:21]3)[s:12]2.[ClH:1].[O:44]1[CH2:45][CH2:46][CH2:47][CH2:48]1>>[CH3:2][O:3][c:4]1[cH:5][cH:6][c:7]([N:23]2[CH2:24][CH2:25][O:26][CH2:27][CH2:28]2)[c:8]2[c:9]1[n:10][c:11](-[c:13]1[n:14][c:15]3[c:16]([nH:22]1)[CH2:17][CH2:18][N:19]([C:41]([O:40][CH2:38][CH3:39])=[O:42])[CH2:20][CH2:21]3)[s:12]2. Starting materials: COC1=CC=C(C(=O)Cl)C=C1 (4-methoxy-benzoyl chloride), NC(C(=O)OC(C)(C)C)CNC1=NC=NC(=C1CC)N1CCC(CC1)C1=NC=2NCCCC2C=C1 (tert-butyl 2-amino-3-{5-ethyl-6-[4-(5,6,7,8-tetrahydro-[1,8]naphthyridin-2-yl)-piperidin-1-yl]-pyrimidin-4-ylamino}-propionate). Run in ClCCl (dichloromethane), ClCCl (dichloromethane), N1=CC=CC=C1 (pyridine). Reaction conditions: time 1 hour. The product is C(C)C=1C(=NC=NC1N1CCC(CC1)C1=NC=2NCCCC2C=C1)NCC(C(=O)OC(C)(C)C)C(C1=CC=C(C=C1)OC)=O (tert-butyl 3-[5-ethyl-6-[4-(5,6,7,8-tetrahydro-(1,8)naphthyridin-2-yl)-piperidin-1-yl]-pyrimidin-4-ylamino]-2-(4-methoxy benzoyl)-propionate). Yield: 70.0%. RXN SMILES: [CH3:1][O:2][C:3]1[CH:11]=[CH:10][C:6]([C:7](Cl)=[O:8])=[CH:5][CH:4]=1.N[CH:13]([CH2:21][NH:22][C:23]1[C:28]([CH2:29][CH3:30])=[C:27]([N:31]2[CH2:36][CH2:35][CH:34]([C:37]3[CH:46]=[CH:45][C:44]4[CH2:43][CH2:42][CH2:41][NH:40][C:39]=4[N:38]=3)[CH2:33][CH2:32]2)[N:26]=[CH:25][N:24]=1)[C:14]([O:16][C:17]([CH3:20])([CH3:19])[CH3:18])=[O:15]>ClCCl.N1C=CC=CC=1>[CH2:29]([C:28]1[C:23]([NH:22][CH2:21][CH:13]([C:7](=[O:8])[C:6]2[CH:10]=[CH:11][C:3]([O:2][CH3:1])=[CH:4][CH:5]=2)[C:14]([O:16][C:17]([CH3:18])([CH3:20])[CH3:19])=[O:15])=[N:24][CH:25]=[N:26][C:27]=1[N:31]1[CH2:36][CH2:35][CH:34]([C:37]2[CH:46]=[CH:45][C:44]3[CH2:43][CH2:42][CH2:41][NH:40][C:39]=3[N:38]=2)[CH2:33][CH2:32]1)[CH3:30]. Procedure details: 40 mg (0.233 mmoles) of 4-methoxy-benzoyl chloride in solution in 3 ml of dichloromethane is added to a mixture of 112.5 mg (0.233 mmoles) of tert-butyl 2-amino-3-{5-ethyl-6-[4-(5,6,7,8-tetrahydro-[1,8]naphthyridin-2-yl)-piperidin-1-yl]-pyrimidin-4-ylamino}-propionate in solution in 6 ml of dichloromethane and 650 μl of pyridine. The reaction mixture is stirred at ambient temperature for 1 hour. Then, the solvent is evaporated off under reduced pressure (2 kPa) and the residue is chromatographed... Reactants: Cl, [Na+], c1cc(N2CCC3(CC2)OCCO3)ccc1CN1CCOCC1, [OH-]. The product is O=C1CCN(c2ccc(CN3CCOCC3)cc2)CC1. Reaction SMILES: [ClH:26].[Na+:25].[O:1]1[CH2:2][CH2:3][N:4]([CH2:7][c:8]2[cH:9][cH:10][c:11]([N:14]3[CH2:15][CH2:16][C:17]4([O:18][CH2:21][CH2:20][O:19]4)[CH2:22][CH2:23]3)[cH:12][cH:13]2)[CH2:5][CH2:6]1.[OH-:24]>>[O:1]1[CH2:2][CH2:3][N:4]([CH2:7][c:8]2[cH:9][cH:10][c:11]([N:14]3[CH2:15][CH2:16][C:17](=[O:18])[CH2:22][CH2:23]3)[cH:12][cH:13]2)[CH2:5][CH2:6]1. Starting materials: CC(C)(C)OC(=O)CBr, O=C([O-])[O-], CC(C)(C)[Si](C)(C)Oc1ccc(N)c(OCc2ccccc2)c1, CN(C)c1ccccn1, CCOC(C)=O, [K+], [K+], CN(C)C=O, c1c[nH]cn1. The product is CC(C)(C)OC(=O)CNc1ccc(O[Si](C)(C)C(C)(C)C)cc1OCc1ccccc1. Reaction SMILES: [Br:24][CH2:25][C:26](=[O:27])[O:28][C:29]([CH3:30])([CH3:31])[CH3:32].[C:33](=[O:34])([O-:35])[O-:36].[CH2:1]([c:2]1[cH:3][cH:4][cH:5][cH:6][cH:7]1)[O:8][c:9]1[c:10]([NH2:23])[cH:11][cH:12][c:13]([O:15][Si:16]([CH3:17])([CH3:18])[C:19]([CH3:20])([CH3:21])[CH3:22])[cH:14]1.[CH3:44][N:45]([c:46]1[cH:47][cH:48][cH:49][cH:50][n:51]1)[CH3:52].[CH3:58][CH2:59][O:60][C:61]([CH3:62])=[O:63].[K+:37].[K+:38].[O:53]=[CH:54][N:55]([CH3:56])[CH3:57].[nH:39]1[cH:40][cH:41][n:42][cH:43]1>>[CH2:1]([c:2]1[cH:3][cH:4][cH:5][cH:6][cH:7]1)[O:8][c:9]1[c:10]([NH:23][CH2:25][C:26](=[O:27])[O:28][C:29]([CH3:30])([CH3:31])[CH3:32])[cH:11][cH:12][c:13]([O:15][Si:16]([CH3:17])([CH3:18])[C:19]([CH3:20])([CH3:21])[CH3:22])[cH:14]1. Starting materials: CC(=O)O, CN1CCC(=O)CC1, CC(Cl)Cl, O=[N+]([O-])c1ccc2c(c1)NCC2, [Na+], O=C([O-])O. Product: CN1CCC(N2CCc3ccc([N+](=O)[O-])cc32)CC1. As a reaction SMILES: [C:21]([OH:22])(=[O:23])[CH3:24].[CH3:13][N:14]1[CH2:15][CH2:16][C:17](=[O:20])[CH2:18][CH2:19]1.[Cl:30][CH:31]([Cl:32])[CH3:33].[N+:1](=[O:2])([O-:3])[c:4]1[cH:5][cH:6][c:7]2[c:11]([cH:12]1)[NH:10][CH2:9][CH2:8]2.[Na+:29].[O-:25][C:26]([OH:27])=[O:28]>>[N+:1](=[O:2])([O-:3])[c:4]1[cH:5][cH:6][c:7]2[c:11]([cH:12]1)[N:10]([CH:17]1[CH2:16][CH2:15][N:14]([CH3:13])[CH2:19][CH2:18]1)[CH2:9][CH2:8]2.